From a dataset of the Open Reaction Database (ORD), a public repository of structured organic reaction records. describe an organic reaction: reactants, conditions, products, and yield The reactants are O=C([O-])[O-], CCOc1cc(F)c(O)cc1F, ICc1ccc(-c2ccccc2)cc1, [K+], [K+], CN(C)C=O, O. Product: CCOc1cc(F)c(OCc2ccc(-c3ccccc3)cc2)cc1F. RXN SMILES: [C:13](=[O:14])([O-:15])[O-:16].[F:1][c:2]1[c:3]([OH:12])[cH:4][c:5]([F:11])[c:6]([O:8][CH2:9][CH3:10])[cH:7]1.[I:19][CH2:20][c:21]1[cH:22][cH:23][c:24](-[c:27]2[cH:28][cH:29][cH:30][cH:31][cH:32]2)[cH:25][cH:26]1.[K+:17].[K+:18].[O:34]=[CH:35][N:36]([CH3:37])[CH3:38].[OH2:33]>>[F:1][c:2]1[c:3]([O:12][CH2:20][c:21]2[cH:22][cH:23][c:24](-[c:27]3[cH:28][cH:29][cH:30][cH:31][cH:32]3)[cH:25][cH:26]2)[cH:4][c:5]([F:11])[c:6]([O:8][CH2:9][CH3:10])[cH:7]1. The reactants are CCO, CN1Cc2c(C(=O)[O-])ncn2-c2ccc(F)cc2C1=O, NN, O. The product is CN1Cc2c(C(=O)NN)ncn2-c2ccc(F)cc2C1=O. Reaction SMILES: [CH3:24][CH2:25][OH:26].[F:4][c:5]1[cH:6][cH:7][c:8]2[c:9]([cH:23]1)[C:10](=[O:22])[N:11]([CH3:21])[CH2:12][c:13]1[n:14]-2[cH:15][n:16][c:17]1[C:18](=[O:19])[O-:20].[NH2:2][NH2:3].[OH2:1]>>[NH:2]([NH2:3])[C:18]([c:17]1[c:13]2[n:14]([cH:15][n:16]1)-[c:8]1[cH:7][cH:6][c:5]([F:4])[cH:23][c:9]1[C:10](=[O:22])[N:11]([CH3:21])[CH2:12]2)=[O:19]. Reactants: O=C([O-])[O-], CCSc1cccc(O)c1, CN(C)C=O, COCC(=O)NC1CCC(NC(=O)c2cc(F)cnc2Cl)CC1, [Cs+], [Cs+]. The product is CCSc1cccc(Oc2ncc(F)cc2C(=O)NC2CCC(NC(=O)COC)CC2)c1. RXN SMILES: [C:34](=[O:35])([O-:36])[O-:37].[CH2:24]([CH3:25])[S:26][c:27]1[cH:28][c:29]([OH:33])[cH:30][cH:31][cH:32]1.[CH3:40][N:41]([CH3:42])[CH:43]=[O:44].[Cl:1][c:2]1[c:3]([C:4](=[O:5])[NH:6][CH:7]2[CH2:8][CH2:9][CH:10]([NH:13][C:14]([CH2:15][O:16][CH3:17])=[O:18])[CH2:11][CH2:12]2)[cH:19][c:20]([F:23])[cH:21][n:22]1.[Cs+:38].[Cs+:39]>>[c:2]1([O:33][c:29]2[cH:28][c:27]([S:26][CH2:24][CH3:25])[cH:32][cH:31][cH:30]2)[c:3]([C:4](=[O:5])[NH:6][CH:7]2[CH2:8][CH2:9][CH:10]([NH:13][C:14]([CH2:15][O:16][CH3:17])=[O:18])[CH2:11][CH2:12]2)[cH:19][c:20]([F:23])[cH:21][n:22]1. Reactants: CCO, [Cl-], [Fe], CC(=O)c1ccc(Cn2ncc([N+](=O)[O-])n2)o1, N#N, [NH4+], O. The product is CC(=O)c1ccc(Cn2ncc(N)n2)o1. Reaction SMILES: [CH3:22][CH2:23][OH:24].[Cl-:20].[Fe:26].[N+:3]([O-:4])(=[O:5])[c:6]1[n:7][n:8]([CH2:11][c:12]2[cH:13][cH:14][c:15]([C:17]([CH3:18])=[O:19])[o:16]2)[n:9][cH:10]1.[N:1]#[N:2].[NH4+:21].[OH2:25]>>[NH2:3][c:6]1[n:7][n:8]([CH2:11][c:12]2[cH:13][cH:14][c:15]([C:17]([CH3:18])=[O:19])[o:16]2)[n:9][cH:10]1. Conditions: temperature -20 celsius, time 2 hour. Reported procedure: To a cold (−78° C.), stirred solution of N-[3-benzenesulfinylmethyl-5-(2-fluorophenyl)-3H-1,2,3-triazol-4-yl]-2-chloro-2-cyclobutylacetamide (166 mg. 0.37 mmol) in dry tetrahydrofuran (20 ml) under nitrogen was added a solution of potassium bis(trimethylsilyl)amide (1.8 ml, 0.752 M in toluene, 1.3 mmol) and the reaction stirred for 2 hours. The reaction was allowed to warm to −20° C. and maintained at this temperature for 45 minutes before quenching by careful addition to water (100 ml). The aqu... The yield is 42.8%. Product: C1(CCC1)C=1C(NC=2N(C1)N=NC2C2=C(C=CC=C2)F)=O (6-cyclobutyl-3-(2-fluorophenyl)-4H-1,2,3-triazolo[1,5-α]pyrimidin-5-one). As a reaction SMILES: C1(S([CH2:9][N:10]2[C:14]([NH:15][C:16](=[O:23])[CH:17](Cl)[CH:18]3[CH2:21][CH2:20][CH2:19]3)=[C:13]([C:24]3[CH:29]=[CH:28][CH:27]=[CH:26][C:25]=3[F:30])[N:12]=[N:11]2)=O)C=CC=CC=1.C[Si]([N-][Si](C)(C)C)(C)C.[K+]>O1CCCC1>[CH:18]1([C:17]2[C:16](=[O:23])[NH:15][C:14]3[N:10]([N:11]=[N:12][C:13]=3[C:24]3[CH:29]=[CH:28][CH:27]=[CH:26][C:25]=3[F:30])[CH:9]=2)[CH2:21][CH2:20][CH2:19]1 |f:1.2|. The solvent is O1CCCC1 (tetrahydrofuran). Starting materials: C1(=CC=CC=C1)S(=O)CN1N=NC(=C1NC(C(C1CCC1)Cl)=O)C1=C(C=CC=C1)F (N-[3-benzenesulfinylmethyl-5-(2-fluorophenyl)-3H-1,2,3-triazol-4-yl]-2-chloro-2-cyclobutylacetamide), C[Si](C)(C)[N-][Si](C)(C)C.[K+] (potassium bis(trimethylsilyl)amide).